From a dataset of the Open Reaction Database (ORD), a public repository of structured organic reaction records. describe an organic reaction: reactants, conditions, products, and yield Reactants: C(C)(=O)OC(C)=O (acetic anhydride), N1=CC=CC=C1 (pyridine), cyanohydrin, C(C)OCC (diethyl ether). Reaction conditions: time 8 hour. Yields the product C(C)(=O)O[C@H](C#N)CCCCC ((S)-2-acetoxyheptanenitrile). Reaction SMILES: [C:1]([O:4]C(=O)C)(=[O:3])[CH3:2].[N:8]1[CH:13]=[CH:12][CH:11]=[CH:10][CH:9]=1.[CH2:14](OCC)[CH3:15]>>[C:1]([O:4][C@@H:12]([CH2:11][CH2:10][CH2:9][CH2:14][CH3:15])[C:13]#[N:8])(=[O:3])[CH3:2]. Procedure details: The purified cyanohydrin was dissolved in 5 ml of dry diethyl ether, and the solution was treated with 2 mol equivalents of acetic anhydride and 2 mol equivalents of pyridine and stirred at room temperature for 8 hours. It was then extracted with 10 ml each of 5% H2SO4, distilled water and saturated NaHCO3 solution, dried over anhydrous sodium sulfate and the solvent was removed under reduced pressure. After purification by column chromatography, 182 mg of (S)-2-acetoxyheptanenitrile were obtain... The reactants are O=C([O-])[O-], CN(C)C=O, [Cl-], [K+], [K+], O, c1ccc([P+](Cc2ccccn2)(c2ccccc2)c2ccccc2)cc1, COc1cc(COc2nn(-c3ccccc3)cc2C=O)ccc1OCc1nc(-c2ccco2)oc1C. Yields the product COc1cc(COc2nn(-c3ccccc3)cc2C=Cc2ccccn2)ccc1OCc1nc(-c2ccco2)oc1C. Reaction SMILES: [C:64](=[O:65])([O-:66])[O-:67].[CH3:70][N:71]([CH3:72])[CH:73]=[O:74].[Cl-:37].[K+:68].[K+:69].[OH2:75].[n:38]1[c:39]([CH2:44][P+:45]([c:46]2[cH:47][cH:48][cH:49][cH:50][cH:51]2)([c:52]2[cH:53][cH:54][cH:55][cH:56][cH:57]2)[c:58]2[cH:59][cH:60][cH:61][cH:62][cH:63]2)[cH:40][cH:41][cH:42][cH:43]1.[o:1]1[c:2](-[c:6]2[o:7][c:8]([CH3:36])[c:9]([CH2:11][O:12][c:13]3[c:14]([O:34][CH3:35])[cH:15][c:16]([CH2:17][O:18][c:19]4[n:20][n:21](-[c:26]5[cH:27][cH:28][cH:29][cH:30][cH:31]5)[cH:22][c:23]4[CH:24]=[O:25])[cH:32][cH:33]3)[n:10]2)[cH:3][cH:4][cH:5]1>>[o:1]1[c:2](-[c:6]2[o:7][c:8]([CH3:36])[c:9]([CH2:11][O:12][c:13]3[c:14]([O:34][CH3:35])[cH:15][c:16]([CH2:17][O:18][c:19]4[n:20][n:21](-[c:26]5[cH:27][cH:28][cH:29][cH:30][cH:31]5)[cH:22][c:23]4[CH:24]=[CH:44][c:39]4[n:38][cH:43][cH:42][cH:41][cH:40]4)[cH:32][cH:33]3)[n:10]2)[cH:3][cH:4][cH:5]1. Reactants: ClC1=NC=2N(N=C3C=CC=C(C23)C2=CC=C(C#N)C=C2)C=C1C1=CC=CC=C1 (4-(2-Chloro-3-phenylpyrimido[1,2-b]indazol-10-yl)benzonitrile), C(C)(C)(C)OC(NC1(CCC1)C1=CC=C(C=C1)B1OC(C(O1)(C)C)(C)C)=O ({1-[4-(4,4,5,5-tetramethyl-1,3,2-dioxaborolan-2-yl)phenyl]-cyclobutyl}carbamic acid tert-butyl ester), C([O-])([O-])=O.[Na+].[Na+] (sodium carbonate). The reagents and catalysts are C=1C=CC(=CC1)[P](C=2C=CC=CC2)(C=3C=CC=CC3)[Pd]([P](C=4C=CC=CC4)(C=5C=CC=CC5)C=6C=CC=CC6)([P](C=7C=CC=CC7)(C=8C=CC=CC8)C=9C=CC=CC9)[P](C=1C=CC=CC1)(C=1C=CC=CC1)C=1C=CC=CC1 (tetrakistriphenylphosphinepalladium(0)). Solvent: O1CCOCC1 (dioxane), O (water). Yields the product C(C)(C)(C)OC(NC1(CCC1)C1=CC=C(C=C1)C1=NC=2N(N=C3C=CC=C(C23)C2=CC=C(C=C2)C#N)C=C1C1=CC=CC=C1)=O ((1-{4-[10-(4-Cyanophenyl)-3-phenylpyrimido[1,2-b]indazol-2-yl]phenyl}-cyclobutyl)carbamic acid tert-butyl ester). RXN SMILES: Cl[C:2]1[C:22]([C:23]2[CH:28]=[CH:27][CH:26]=[CH:25][CH:24]=2)=[CH:21][N:5]2[N:6]=[C:7]3[C:12]([C:11]([C:13]4[CH:20]=[CH:19][C:16]([C:17]#[N:18])=[CH:15][CH:14]=4)=[CH:10][CH:9]=[CH:8]3)=[C:4]2[N:3]=1.[C:29]([O:33][C:34](=[O:55])[NH:35][C:36]1([C:40]2[CH:45]=[CH:44][C:43](B3OC(C)(C)C(C)(C)O3)=[CH:42][CH:41]=2)[CH2:39][CH2:38][CH2:37]1)([CH3:32])([CH3:31])[CH3:30].C(=O)([O-])[O-].[Na+].[Na+]>O1CCOCC1.O.C1C=CC([P]([Pd]([P](C2C=CC=CC=2)(C2C=CC=CC=2)C2C=CC=CC=2)([P](C2C=CC=CC=2)(C2C=CC=CC=2)C2C=CC=CC=2)[P](C2C=CC=CC=2)(C2C=CC=CC=2)C2C=CC=CC=2)(C2C=CC=CC=2)C2C=CC=CC=2)=CC=1>[C:29]([O:33][C:34](=[O:55])[NH:35][C:36]1([C:40]2[CH:41]=[CH:42][C:43]([C:2]3[C:22]([C:23]4[CH:28]=[CH:27][CH:26]=[CH:25][CH:24]=4)=[CH:21][N:5]4[N:6]=[C:7]5[C:12]([C:11]([C:13]6[CH:20]=[CH:19][C:16]([C:17]#[N:18])=[CH:15][CH:14]=6)=[CH:10][CH:9]=[CH:8]5)=[C:4]4[N:3]=3)=[CH:44][CH:45]=2)[CH2:37][CH2:38][CH2:39]1)([CH3:32])([CH3:30])[CH3:31] |f:2.3.4,^1:72,74,93,112|. Reported procedure: 114 mg (0.3 mmol) 4-(2-Chloro-3-phenylpyrimido[1,2-b]indazol-10-yl)benzonitrile, 122.9 g (0.3 mmol) {1-[4-(4,4,5,5-tetramethyl-1,3,2-dioxaborolan-2-yl)phenyl]-cyclobutyl}carbamic acid tert-butyl ester, 34.6 mg (0.03 mmol) tetrakistriphenylphosphinepalladium(0) and 95 mg (0.90 mmol) sodium carbonate in 3.2 mL dioxane and 0.45 mL water were heated in a microwave vial which had been sealed with a microwave cap over night at 105° C. (heating block). After the usual work up, the crude mixture (235 mg... Reactants: Cc1ccccc1S, CC1=NNC(=O)C1=C1C=C(Cl)c2ccccc2N1. The product is CC1=NNC(=O)C1=C1C=C(Sc2ccccc2C)c2ccccc2N1. Reaction SMILES: [CH3:19][c:20]1[c:21]([SH:26])[cH:22][cH:23][cH:24][cH:25]1.[Cl:1][C:2]1=[CH:3][C:4](=[C:12]2[C:13]([CH3:18])=[N:14][NH:15][C:16]2=[O:17])[NH:5][c:6]2[cH:7][cH:8][cH:9][cH:10][c:11]21>>[C:2]1([S:26][c:21]2[c:20]([CH3:19])[cH:25][cH:24][cH:23][cH:22]2)=[CH:3][C:4](=[C:12]2[C:13]([CH3:18])=[N:14][NH:15][C:16]2=[O:17])[NH:5][c:6]2[cH:7][cH:8][cH:9][cH:10][c:11]21.